This data is from the Open Reaction Database (ORD), a public repository of structured organic reaction records. The task is: describe an organic reaction: reactants, conditions, products, and yield The reactants are COc1ccc(CCC2(C3CCCC3)CC(=O)C(Cl)C(=O)O2)cc1Cl, O, Cn1ccnc1S. The product is COc1ccc(CCC2(C3CCCC3)CC(O)=C(Sc3nccn3C)C(=O)O2)cc1Cl. RXN SMILES: [Cl:1][CH:2]1[C:3](=[O:25])[O:4][C:5]([CH:9]2[CH2:10][CH2:11][CH2:12][CH2:13]2)([CH2:14][CH2:15][c:16]2[cH:17][c:18]([Cl:24])[c:19]([O:22][CH3:23])[cH:20][cH:21]2)[CH2:6][C:7]1=[O:8].[OH2:33].[SH:26][c:27]1[n:28]([CH3:32])[cH:29][cH:30][n:31]1>>[C:2]1([S:26][c:27]2[n:28]([CH3:32])[cH:29][cH:30][n:31]2)=[C:7]([OH:8])[CH2:6][C:5]([CH:9]2[CH2:10][CH2:11][CH2:12][CH2:13]2)([CH2:14][CH2:15][c:16]2[cH:17][c:18]([Cl:24])[c:19]([O:22][CH3:23])[cH:20][cH:21]2)[O:4][C:3]1=[O:25]. The reactants are ClCCl (dichloromethane), ClC1=CC=C2C=C(N=CC2=C1)OC1=CC=C(C=C1)O (4-[(7-chloroisoquinolin-3-yl)oxy]phenol), BrC(C(=O)OCC)C (ethyl 2-bromopropionate), C([O-])([O-])=O.[K+].[K+] (potassium carbonate). The solvent is C(C)C(=O)C (methyl ethyl ketone). Product: ClC1=CC=C2C=C(N=CC2=C1)OC1=CC=C(OC(C(=O)OCC)C)C=C1 (ethyl 2-{4-[(7-chloroisoquinolin-3-yl)oxy]phenoxy}propionate). Yield: 86.3%. Reaction SMILES: [Cl:1][C:2]1[CH:11]=[C:10]2[C:5]([CH:6]=[C:7]([O:12][C:13]3[CH:18]=[CH:17][C:16]([OH:19])=[CH:15][CH:14]=3)[N:8]=[CH:9]2)=[CH:4][CH:3]=1.Br[CH:21]([CH3:27])[C:22]([O:24][CH2:25][CH3:26])=[O:23].C(=O)([O-])[O-].[K+].[K+].ClCCl>C(C(C)=O)C>[Cl:1][C:2]1[CH:11]=[C:10]2[C:5]([CH:6]=[C:7]([O:12][C:13]3[CH:14]=[CH:15][C:16]([O:19][CH:21]([CH3:27])[C:22]([O:24][CH2:25][CH3:26])=[O:23])=[CH:17][CH:18]=3)[N:8]=[CH:9]2)=[CH:4][CH:3]=1 |f:2.3.4|. Reported procedure: 4-[(7-chloroisoquinolin-3-yl)oxy]phenol (2.82 g) and ethyl 2-bromopropionate (2.07 g) in the presence of anhydrous potassium carbonate (1.58 g) were refluxed in methyl ethyl ketone (50 ml) for 4 hrs. The mixture was cooled, poured into dichloromethane, washed with water, dried (MgSO4) and evaporated. Purification by column chromatography over silica gel (eluant dichloromethane) gave ethyl 2-{4-[(7-chloroisoquinolin-3-yl)oxy]phenoxy}propionate (3.33 g) as a brown oil. Run in O1CCCC1 (tetrahydrofuran). The reactants are NC=1SC=C(N1)C(C(=O)OCC)=NOCCCC (ethyl 2-(2-aminothiazol-4-yl)-2-n-butoxyiminoacetate), CO (methanol), aqueous solution, [OH-].[Na+] (sodium hydroxide). Procedure details: A solution of ethyl 2-(2-aminothiazol-4-yl)-2-n-butoxyiminoacetate (syn isomer, 36 g.), methanol (133 ml.), tetrahydrofuran (133 ml.) and 2N aqueous solution of sodium hydroxide (133 ml.) was stirred at 30° C. for 5 hours. After the resultant solution was concentrated in vacuo, the residue was dissolved in water. The solution was adjusted to pH 7 with 10% hydrochloric acid and treated with activated charcoal. The solution was adjusted to pH 2.0 with 10% hydrochloric acid and stirred for 20 minut... As a reaction SMILES: [NH2:1][C:2]1[S:3][CH:4]=[C:5]([C:7](=[N:13][O:14][CH2:15][CH2:16][CH2:17][CH3:18])[C:8]([O:10]CC)=[O:9])[N:6]=1.CO.[OH-].[Na+]>O1CCCC1>[NH2:1][C:2]1[S:3][CH:4]=[C:5]([C:7](=[N:13][O:14][CH2:15][CH2:16][CH2:17][CH3:18])[C:8]([OH:10])=[O:9])[N:6]=1 |f:2.3|. The product is NC=1SC=C(N1)C(C(=O)O)=NOCCCC (2-(2-aminothiazol-4-yl)-2-n-butoxyiminoacetic acid). The yield is 78.7%. Conditions: time 20 minute. The reactants are aqueous solution, C([O-])([O-])=O.[K+].[K+] (potassium carbonate), tetrakis(triphenylphophine)palladium (0), BrC=1C=C2C=CC(=CC2=CC1)O (6-bromo-2-naphthol), C(CC)C1=CC=C(C=C1)OB(O)O (4-propylphenylboric acid), C(CC)C1=CC=C(C=C1)Br (4-propylbromobenzene), B(OC)(OC)OC (trimethyl borate), Grignard reagent, Cl (hydrochloric acid). Run in C1(=CC=CC=C1)C (toluene), C(C)O (ethanol). The product is C(CC)C1=CC=C(C=C1)C=1C=C2C=CC(=CC2=CC1)O (6-(4-propylphenyl)-2-naphthol). The yield is 79.9%. As a reaction SMILES: Br[C:2]1[CH:3]=[C:4]2[C:9](=[CH:10][CH:11]=1)[CH:8]=[C:7]([OH:12])[CH:6]=[CH:5]2.[CH2:13]([C:16]1[CH:21]=[CH:20][C:19](OB(O)O)=[CH:18][CH:17]=1)[CH2:14][CH3:15].C(C1C=CC(Br)=CC=1)CC.B(OC)(OC)OC.Cl.C(=O)([O-])[O-].[K+].[K+]>C1(C)C=CC=CC=1.C(O)C>[CH2:13]([C:16]1[CH:21]=[CH:20][C:19]([C:2]2[CH:3]=[C:4]3[C:9](=[CH:10][CH:11]=2)[CH:8]=[C:7]([OH:12])[CH:6]=[CH:5]3)=[CH:18][CH:17]=1)[CH2:14][CH3:15] |f:5.6.7|. Procedure details: 50 g of 6-bromo-2-naphthol and 48 g of 4-propylphenylboric acid (synthesized by reacting a Grignard reagent prepared from 4-propylbromobenzene with trimethyl borate, and then subjecting the reaction product to hydrolysis with hydrochloric acid) were dissolved in a mixture of 200 ml of toluene and 100 ml of ethanol. To the solution was then added 200 ml of a 2 N aqueous solution of potassium carbonate. To the reaction mixture was then added 2.6 g of tetrakis(triphenylphophine)palladium (0). The r... Starting materials: CC(=O)OC(C)=O, ClCCl, CS(=O)(=O)N1CC(S)CC1CO, c1ccncc1. The product is CC(=O)SC1CC(CO)N(S(C)(=O)=O)C1. Reaction SMILES: [CH3:19][C:20](=[O:21])[O:22][C:23](=[O:24])[CH3:25].[Cl:26][CH2:27][Cl:28].[SH:1][CH:2]1[CH2:3][CH:4]([CH2:11][OH:12])[N:5]([S:7](=[O:8])(=[O:9])[CH3:10])[CH2:6]1.[cH:13]1[cH:14][cH:15][n:16][cH:17][cH:18]1>>[S:1]([CH:2]1[CH2:3][CH:4]([CH2:11][OH:12])[N:5]([S:7](=[O:8])(=[O:9])[CH3:10])[CH2:6]1)[C:20]([CH3:19])=[O:21]. Reactants: Cc1cscc1S(=O)(=O)N=C=O, CC#N, COc1cc(OC)nc(N)n1. The product is COc1cc(OC)nc(NC(=O)NS(=O)(=O)c2cscc2C)n1. RXN SMILES: [CH3:1][c:2]1[c:3]([S:7](=[O:8])(=[O:9])[N:10]=[C:11]=[O:12])[cH:4][s:5][cH:6]1.[CH3:24][C:25]#[N:26].[NH2:13][c:14]1[n:15][c:16]([O:22][CH3:23])[cH:17][c:18]([O:20][CH3:21])[n:19]1>>[CH3:1][c:2]1[c:3]([S:7](=[O:8])(=[O:9])[NH:10][C:11](=[O:12])[NH:13][c:14]2[n:15][c:16]([O:22][CH3:23])[cH:17][c:18]([O:20][CH3:21])[n:19]2)[cH:4][s:5][cH:6]1. Starting materials: C(C)(C)(C)OC(=O)N1CCC(CC1)NC1=NC(=NC2=CC(=C(C=C12)OC)OC)Cl (4-(2-chloro-6,7-dimethoxy-quinazolin-4-ylamino)-piperidine-1-carboxylic acid tert-butyl ester). Run in O1CCOCC1 (dioxane), Cl (HCl). The product is Cl.Cl.ClC1=NC2=CC(=C(C=C2C(=N1)NC1CCNCC1)OC)OC ((2-Chloro-6,7-dimethoxy-quinazolin-4-yl)-piperidin-4-yl-amine dihydrochloride). Reaction SMILES: C(OC([N:8]1[CH2:13][CH2:12][CH:11]([NH:14][C:15]2[C:24]3[C:19](=[CH:20][C:21]([O:27][CH3:28])=[C:22]([O:25][CH3:26])[CH:23]=3)[N:18]=[C:17]([Cl:29])[N:16]=2)[CH2:10][CH2:9]1)=O)(C)(C)C>O1CCOCC1.Cl>[ClH:29].[ClH:29].[Cl:29][C:17]1[N:16]=[C:15]([NH:14][CH:11]2[CH2:10][CH2:9][NH:8][CH2:13][CH2:12]2)[C:24]2[C:19](=[CH:20][C:21]([O:27][CH3:28])=[C:22]([O:25][CH3:26])[CH:23]=2)[N:18]=1 |f:3.4.5|. Procedure details: A solution of 4-(2-chloro-6,7-dimethoxy-quinazolin-4-ylamino)-piperidine-1-carboxylic acid tert-butyl ester (3.65 g, 8.6 mmol) in dioxane (35 mL) and conc. HCl (5 mL) was stirred at rt for 18 h. The solvent was removed under reduced pressure and the crude product used in the consecutive step without further purification assuming quantitative deprotection and formation of the dihydrochloride salt. MS (ESP): 323.3 [M+H]+. The reactants are C(C)(C)(C)C1=CC(=C(C=C1)C=1N(C(C(N1)(C)C1=CC=C(C=C1)Cl)(C)C1=CC=C(C=C1)Cl)C(=O)Cl)OC(C)C (rac-(4S*,5R*)-2-(4-tert-butyl-2-isopropoxy-phenyl)-4,5-bis-(4-chloro-phenyl)-4,5-dimethyl-4,5-dihydro-imidazole-1-carbonyl chloride), Cl.Cl.CS(=O)(=O)CCCN1CCNCC1 (1-(3-methanesulfonyl-propyl)-piperazine dihydrochloride). Product: C(C)(C)(C)C1=CC(=C(C=C1)C=1N([C@]([C@](N1)(C)C1=CC=C(C=C1)Cl)(C)C1=CC=C(C=C1)Cl)C(=O)N1CCN(CC1)CCCS(=O)(=O)C)OC(C)C ([(4S,5R)-2-(4-tert-Butyl-2-isopropoxy-phenyl)-4,5-bis-(4-chloro-phenyl)-4,5-dimethyl-4,5-dihydro-imidazol-1-yl]-[4-(3-methanesulfonyl-propyl)-piperazin-1-yl]-methanone). As a reaction SMILES: [C:1]([C:5]1[CH:10]=[CH:9][C:8]([C:11]2[N:12]([C:32](Cl)=[O:33])[C:13]([C:25]3[CH:30]=[CH:29][C:28]([Cl:31])=[CH:27][CH:26]=3)([CH3:24])[C:14]([C:17]3[CH:22]=[CH:21][C:20]([Cl:23])=[CH:19][CH:18]=3)([CH3:16])[N:15]=2)=[C:7]([O:35][CH:36]([CH3:38])[CH3:37])[CH:6]=1)([CH3:4])([CH3:3])[CH3:2].Cl.Cl.[CH3:41][S:42]([CH2:45][CH2:46][CH2:47][N:48]1[CH2:53][CH2:52][NH:51][CH2:50][CH2:49]1)(=[O:44])=[O:43]>>[C:1]([C:5]1[CH:10]=[CH:9][C:8]([C:11]2[N:12]([C:32]([N:51]3[CH2:50][CH2:49][N:48]([CH2:47][CH2:46][CH2:45][S:42]([CH3:41])(=[O:43])=[O:44])[CH2:53][CH2:52]3)=[O:33])[C@@:13]([C:25]3[CH:26]=[CH:27][C:28]([Cl:31])=[CH:29][CH:30]=3)([CH3:24])[C@@:14]([C:17]3[CH:18]=[CH:19][C:20]([Cl:23])=[CH:21][CH:22]=3)([CH3:16])[N:15]=2)=[C:7]([O:35][CH:36]([CH3:38])[CH3:37])[CH:6]=1)([CH3:2])([CH3:4])[CH3:3] |f:1.2.3|. Procedure details: In a manner analogous to the method described in example 5, rac-(4S*,5R*)-2-(4-tert-butyl-2-isopropoxy-phenyl)-4,5-bis-(4-chloro-phenyl)-4,5-dimethyl-4,5-dihydro-imidazole-1-carbonyl chloride was reacted with 1-(3-methanesulfonyl-propyl)-piperazine dihydrochloride (prepared as described in Fotouhi, N. et al. WO 2005110996) to give the title compound as a racemic mixture. The enantiomers were separated by supercritical fluid chromatography (Berger Instrument Multi-Gram II, Daicel ChiralPak OD-H 3... Reactants: C(C)OC(=O)C1=C[C@H]([C@H]([C@@H](C1)N)OS(=O)(=O)C)OC(CC)CC ((3R,4S,5R)-5-amino-3-(1-ethyl-propoxy)-4-methanesulfonyloxy-cyclohex-1-enecarboxylic acid ethyl ester), C(CN)N (ethylenediamine). Run in C(C)O (ethanol). The product is C(C)C(CC)O[C@@H]1C=C(C[C@H]2N[C@H]12)C(=O)O ((1R,5R,6S) 5-(1-ethyl-propoxy)-7-aza-bicyclo[4.1.0]hept-3-ene-3-carboxylic acid). Isolated yield 92.3%. Reaction SMILES: C([O:3][C:4]([C:6]1[CH2:11][C@@H:10]([NH2:12])[C@H:9](OS(C)(=O)=O)[C@H:8]([O:18][CH:19]([CH2:22][CH3:23])[CH2:20][CH3:21])[CH:7]=1)=[O:5])C.C(N)CN>C(O)C>[CH2:20]([CH:19]([O:18][C@H:8]1[C@@H:9]2[C@H:10]([NH:12]2)[CH2:11][C:6]([C:4]([OH:3])=[O:5])=[CH:7]1)[CH2:22][CH3:23])[CH3:21]. Procedure details: A yellowish solution of 0.87 g (2.5 mmol) (3R,4S,5R)-5-amino-3-(1-ethyl-propoxy)-4-methanesulfonyloxy-cyclohex-1-enecarboxylic acid ethyl ester and 0.17 ml (2.5 mmol) of ethylenediamine in 4.4 ml ethanol was heated to reflux for 1 hour. The resulting suspension was evaporated in a rotary evaporator to dryness and the residue was suspended in 5 ml ethyl acetate, extracted with 2 ml aqueous 1M NaHCO3 solution, dried over Na2SO4, filtered and evaporated in a rotary evaporator at reduced pressure to... Starting materials: CO, COC(=O)c1c(C)cccc1[N+](=O)[O-], [Pd]. Yields the product COC(=O)c1c(C)cccc1N. Reaction SMILES: [CH3:15][OH:16].[CH3:1][c:2]1[c:3]([C:4](=[O:5])[O:6][CH3:7])[c:8]([N+:12]([O-:13])=[O:14])[cH:9][cH:10][cH:11]1.[Pd:17]>>[CH3:1][c:2]1[c:3]([C:4](=[O:5])[O:6][CH3:7])[c:8]([NH2:12])[cH:9][cH:10][cH:11]1.